describe an organic reaction: reactants, conditions, products, and yield From a dataset of the Open Reaction Database (ORD), a public repository of structured organic reaction records. Reactants: C1COCCN1 (effective_coupling_partner), CC(C)(C)C(=O)Oc2ccc(/C=C/c1ccccc1)cc2 (substrate). The reagents and catalysts are IPr. Conditions: temperature 80 celsius, time 3 hour. The product is C(=C\c2ccc(N1CCOCC1)cc2)/c3ccccc3. Reactants: ClC1=CC=C(C=N1)N1CCC2=C1N=C(N=C2C=2C=NC(=NC2)N(CC2=CC=C(C=C2)OC)CC2=CC=C(C=C2)OC)N2CCOCC2 ({5-[7-(6-chloro-pyridin-3-yl)-2-morpholin-4-yl-6,7-dihydro-5H-pyrrolo[2,3-d]pyrimidin-4-yl]-pyrimidin-2-yl}-bis-(4-methoxy-benzyl)-amine), CN(CCNC)C (N,N,N′-trimethyl ethylenediamine), C(Cl)(Cl)Cl (CHCl3), CC(C)([O-])C.[Na+] (sodium-tert-butoxide), C(C(C)C)N1P2N(CCN(CC1)CCN2CC(C)C)CC(C)C (2,8,9-triisobutyl-2,5,8,9-tetraaza-1-phosphabicyclo[3.3.3]undecane). Reagents/catalysts: C=1C=CC(=CC1)/C=C/C(=O)/C=C/C2=CC=CC=C2.C=1C=CC(=CC1)/C=C/C(=O)/C=C/C2=CC=CC=C2.C=1C=CC(=CC1)/C=C/C(=O)/C=C/C2=CC=CC=C2.[Pd].[Pd] (Pd2(dba)3). The solvent is C1(=CC=CC=C1)C (toluene), O (water). Product: COC1=CC=C(CN(C2=NC=C(C=N2)C=2C3=C(N=C(N2)N2CCOCC2)N(CC3)C=3C=CC(=NC3)N(CCN(C)C)C)CC3=CC=C(C=C3)OC)C=C1 (N-[5-(4-{2-[bis-(4-methoxy-benzyl)-amino]-pyrimidin-5-yl}-2-morpholin-4-yl-5,6-dihydro-pyrrolo[2,3-d]pyrimidin-7-yl)-pyridin-2-yl]-N,N′,N′-trimethyl-ethane-1,2-diamine). Yield: 51.1%. RXN SMILES: Cl[C:2]1[N:7]=[CH:6][C:5]([N:8]2[C:12]3[N:13]=[C:14]([N:42]4[CH2:47][CH2:46][O:45][CH2:44][CH2:43]4)[N:15]=[C:16]([C:17]4[CH:18]=[N:19][C:20]([N:23]([CH2:33][C:34]5[CH:39]=[CH:38][C:37]([O:40][CH3:41])=[CH:36][CH:35]=5)[CH2:24][C:25]5[CH:30]=[CH:29][C:28]([O:31][CH3:32])=[CH:27][CH:26]=5)=[N:21][CH:22]=4)[C:11]=3[CH2:10][CH2:9]2)=[CH:4][CH:3]=1.[CH3:48][N:49]([CH3:54])[CH2:50][CH2:51][NH:52][CH3:53].C(Cl)(Cl)Cl.CC(C)([O-])C.[Na+].C(N1CCN2CCN(CC(C)C)P1N(CC(C)C)CC2)C(C)C>O.C1C=CC(/C=C/C(/C=C/C2C=CC=CC=2)=O)=CC=1.C1C=CC(/C=C/C(/C=C/C2C=CC=CC=2)=O)=CC=1.C1C=CC(/C=C/C(/C=C/C2C=CC=CC=2)=O)=CC=1.[Pd].[Pd].C1(C)C=CC=CC=1>[CH3:32][O:31][C:28]1[CH:29]=[CH:30][C:25]([CH2:24][N:23]([CH2:33][C:34]2[CH:39]=[CH:38][C:37]([O:40][CH3:41])=[CH:36][CH:35]=2)[C:20]2[N:19]=[CH:18][C:17]([C:16]3[C:11]4[CH2:10][CH2:9][N:8]([C:5]5[CH:4]=[CH:3][C:2]([N:52]([CH3:53])[CH2:51][CH2:50][N:49]([CH3:54])[CH3:48])=[N:7][CH:6]=5)[C:12]=4[N:13]=[C:14]([N:42]4[CH2:47][CH2:46][O:45][CH2:44][CH2:43]4)[N:15]=3)=[CH:22][N:21]=2)=[CH:26][CH:27]=1 |f:3.4,7.8.9.10.11|. Procedure details: A toluene solution (60 ml) of {5-[7-(6-chloro-pyridin-3-yl)-2-morpholin-4-yl-6,7-dihydro-5H-pyrrolo[2,3-d]pyrimidin-4-yl]-pyrimidin-2-yl}-bis-(4-methoxy-benzyl)-amine (200 mg, 0.30 mmol) obtained in Step A, N,N,N′-trimethyl ethylenediamine (60 μl, 46 mmol), Pd2(dba)3.CHCl3 (20 mg, 0.019 mmol), sodium-tert-butoxide (44 mg, 0.45 mmol) and 2,8,9-triisobutyl-2,5,8,9-tetraaza-1-phosphabicyclo[3.3.3]undecane (31 mg, 0.092 mmol) was degassed under ultrasonic irradiation, followed by refluxing for 14 ho... The reactants are CC(C)(C)S, CN1CCOCC1, ClCCl, CC(Cl)OC(=O)Cl. Yields the product CC(Cl)OC(=O)SC(C)(C)C. RXN SMILES: [C:1]([CH3:2])([CH3:3])([CH3:4])[SH:5].[CH3:13][N:14]1[CH2:15][CH2:16][O:17][CH2:18][CH2:19]1.[Cl:20][CH2:21][Cl:22].[Cl:6][C:7](=[O:8])[O:9][CH:10]([CH3:11])[Cl:12]>>[C:1]([CH3:2])([CH3:3])([CH3:4])[S:5][C:7](=[O:8])[O:9][CH:10]([CH3:11])[Cl:12]. Reactants: ICCCC (iodobutane), NC1=CC(=C(C=C1Cl)C(CCC1CCNCC1)=O)OC (1-(4-amino-5-chloro-2-methoxyphenyl)-3-(piperidin-4-yl)propan-1-one), NC1=C2C(=C(C=C1Cl)C(CCC1CCNCC1)=O)OCCO2 (1-(4-amino-5-chloro-2,3-ethylenedioxyphenyl)-3-(piperidin-4-yl)propan-1-one). Product: Cl.NC1=C2C(=C(C=C1Cl)C(CCC1CCN(CC1)CCCC)=O)OCCO2 (1-(4-amino-5-chloro-2,3-ethylenedioxyphenyl)-3-[1-(but-1-yl)-piperidin-4-yl]propan-1-one hydrochloride). Reaction SMILES: I[CH2:2][CH2:3][CH2:4][CH3:5].NC1C([Cl:13])=CC(C(=O)CCC2CCNCC2)=C(OC)C=1.[NH2:26][C:27]1[C:32]([Cl:33])=[CH:31][C:30]([C:34](=[O:43])[CH2:35][CH2:36][CH:37]2[CH2:42][CH2:41][NH:40][CH2:39][CH2:38]2)=[C:29]2[O:44][CH2:45][CH2:46][O:47][C:28]=12>>[ClH:13].[NH2:26][C:27]1[C:32]([Cl:33])=[CH:31][C:30]([C:34](=[O:43])[CH2:35][CH2:36][CH:37]2[CH2:42][CH2:41][N:40]([CH2:2][CH2:3][CH2:4][CH3:5])[CH2:39][CH2:38]2)=[C:29]2[O:44][CH2:45][CH2:46][O:47][C:28]=12 |f:3.4|. Procedure details: Proceeding as in Example 10, but replacing 1-bromopropane with iodobutane and 1-(4-amino-5-chloro-2-methoxyphenyl)-3-(piperidin-4-yl)propan-1-one with 1-(4-amino-5-chloro-2,3-ethylenedioxyphenyl)-3-(piperidin-4-yl)propan-1-one, gave 1-(4-amino-5-chloro-2,3-ethylenedioxyphenyl)-3-[1-(but-1-yl)-piperidin-4-yl]propan-1-one hydrochloride, m.p. 265°-267° C. Reactants: OC[C@@H]1C([C@@H](C1)NC1=NC(=NC=C1C#N)S(=O)(=O)C)(C)C (4-(((1R,3S)-3-(hydroxymethyl)-2,2-dimethylcyclobutyl)amino)-2-(methylsulfonyl)pyrimidine-5-carbonitrile), OC[C@@H]1C([C@@H](C1)NC1=NC(=NC=C1C#N)S(=O)C)(C)C (4-(((1R,3S)-3-(hydroxymethyl)-2,2-dimethylcyclobutyl)amino)-2-(methylsulfinyl)pyrimidine-5-carbonitrile), Cl.FC(C1=C(C=NC=C1)CN)(F)F ((4-(trifluoromethyl)pyridin-3-yl)methanamine hydrochloride), CCN(C(C)C)C(C)C (DIEA). Solvent: C(C)O (ethanol). Conditions: temperature 80 celsius, time 2 hour. Yields the product OC[C@@H]1C([C@@H](C1)NC1=NC(=NC=C1C#N)NCC=1C=NC=CC1C(F)(F)F)(C)C (4-(((1R,3S)-3-(Hydroxymethyl)-2,2-dimethylcyclobutyl)amino)-2-(((4-(trifluoromethyl)pyridin-3-yl)methyl)amino)pyrimidine-5-carbonitrile). Isolated yield 45.0%. Reaction SMILES: [OH:1][CH2:2][C@H:3]1[CH2:6][C@@H:5]([NH:7][C:8]2[C:13]([C:14]#[N:15])=[CH:12][N:11]=[C:10](S(C)(=O)=O)[N:9]=2)[C:4]1([CH3:21])[CH3:20].OC[C@H]1C[C@@H](NC2C(C#N)=CN=C(S(C)=O)N=2)C1(C)C.Cl.[F:43][C:44]([F:54])([F:53])[C:45]1[CH:50]=[CH:49][N:48]=[CH:47][C:46]=1[CH2:51][NH2:52].CCN(C(C)C)C(C)C>C(O)C>[OH:1][CH2:2][C@H:3]1[CH2:6][C@@H:5]([NH:7][C:8]2[C:13]([C:14]#[N:15])=[CH:12][N:11]=[C:10]([NH:52][CH2:51][C:46]3[CH:47]=[N:48][CH:49]=[CH:50][C:45]=3[C:44]([F:54])([F:43])[F:53])[N:9]=2)[C:4]1([CH3:21])[CH3:20] |f:2.3|. Procedure details: A mixture of 4-(((1R,3S)-3-(hydroxymethyl)-2,2-dimethylcyclobutyl)amino)-2-(methylsulfonyl)pyrimidine-5-carbonitrile and 4-(((1R,3S)-3-(hydroxymethyl)-2,2-dimethylcyclobutyl)amino)-2-(methylsulfinyl)pyrimidine-5-carbonitrile (1.0 equiv.), (4-(trifluoromethyl)pyridin-3-yl)methanamine hydrochloride (1.0 equiv.) and DIEA (3.0 equiv.) was combined in ethanol (0.1 M) and heated to 80° C. After 2 h, the reaction mixed was worked up using standard methods to afford the title compound (45% yield). 1H NM... The reactants are FC1=CC=C(C=C1)C1=C(C(=C2SCCN21)CO)C2=CC=NC=C2 ([5-(4-Fluorophenyl)-6-(4-pyridyl)-2,3-dihydro-pyrrolo-[2,1-b]-thiazol-7-yl]methanol), [I-].[Na+] (sodium iodide), C[Si](C)(C)Cl (trimethylsilyl chloride), C(C)#N (acetonitrile). The reagents and catalysts are [Zn] (zinc). Run in C(C)(=O)O (acetic acid), C(C)(=O)O (acetic acid), C1CCOC1 (THF), CN(C)C=O (DMF), O (water). Reaction conditions: temperature 80 celsius, time 2 hour. The product is FC1=CC=C(C=C1)C1=C(C(=C2SCCN21)C)C2=CC=NC=C2 (5-(4-Fluorophenyl)-7-methyl-6-pyridin-4-yl-2,3-dihydropyrrolo-[2,1-b]-thiazole). Isolated yield 71.6%. As a reaction SMILES: [F:1][C:2]1[CH:7]=[CH:6][C:5]([C:8]2[N:15]3[C:11]([S:12][CH2:13][CH2:14]3)=[C:10]([CH2:16]O)[C:9]=2[C:18]2[CH:23]=[CH:22][N:21]=[CH:20][CH:19]=2)=[CH:4][CH:3]=1.C(#N)C.[I-].[Na+].C[Si](Cl)(C)C>C1COCC1.[Zn].O.C(O)(=O)C.CN(C=O)C>[F:1][C:2]1[CH:3]=[CH:4][C:5]([C:8]2[N:15]3[C:11]([S:12][CH2:13][CH2:14]3)=[C:10]([CH3:16])[C:9]=2[C:18]2[CH:19]=[CH:20][N:21]=[CH:22][CH:23]=2)=[CH:6][CH:7]=1 |f:2.3|. Procedure: The compound of example 12 (2.05 g, 6.3 mmol) is brought into solution in a mixture of abs. acetonitrile (16 ml), glacial acetic acid (1.6 ml) and a little abs. DMF at 50° C., sodium iodide (2.35 g, 15.7 mmol) is added and then trimethylsilyl chloride (TMSCl, 1.6 ml, 1.37 g, 12.7 mmol) is added dropwise. The temperature of the batch is kept at 50° C. for 2 h. Glacial acetic acid (1.6 ml) and zinc powder (2.87 g, 44 mmol) is added in three portions and the mixture is stirred at 80° C. for 16 h. T...